Dataset: the Open Reaction Database (ORD), a public repository of structured organic reaction records. Task: describe an organic reaction: reactants, conditions, products, and yield The reactants are [N+](=[N-])=C (diazomethane), C(C)OC(=O)[C@H]1C[C@@H](SC1)CS (trans-4-ethoxycarbonyl-2-mercaptomethyltetrahydrothiophene). The solvent is C(C)OCC (Diethylether). Run at time 4 hour. The product is C(C)OC(=O)[C@H]1C[C@@H](SC1)CSC (trans-4-ethoxycarbonyl-2-methylthiomethyltetrahydrothiophene). Isolated yield 69.0%. As a reaction SMILES: [N+](=[CH2:3])=[N-].[CH2:4]([O:6][C:7]([C@@H:9]1[CH2:13][S:12][C@@H:11]([CH2:14][SH:15])[CH2:10]1)=[O:8])[CH3:5]>C(OCC)C>[CH2:4]([O:6][C:7]([C@@H:9]1[CH2:13][S:12][C@@H:11]([CH2:14][S:15][CH3:3])[CH2:10]1)=[O:8])[CH3:5]. Procedure: Diethylether solution of diazomethane (10 molar equivalents) was added to trans-4-ethoxycarbonyl-2-mercaptomethyltetrahydrothiophene (compound No. 15-1, 549 mg) and the mixture was stirred for 4 hours at room temperature. The mixture was concentrated in vacuo and the oil residue was purified by a silica gel column chromatography to give 407 mg (69%) of the titled compound (compound No. 18-1). Starting materials: Cl.COC([C@@H](N)CC1=CC=CC=C1)=O (Phenylalanine methyl ester hydrochloride), N([C@@H](C)C(=O)O)C(=O)OCC1=CC=CC=C1 (N-CBZ-Ala). Solvent: C1CCOC1 (THF). Conditions: time 24 hour. Yields the product N([C@@H](C)C(=O)N[C@@H](CC1=CC=CC=C1)C(=O)OC)C(=O)OCC1=CC=CC=C1 (CBZ-Ala-Phe-OMe). RXN SMILES: Cl.[CH3:2][O:3][C:4](=[O:14])[C@H:5]([CH2:7][C:8]1[CH:13]=[CH:12][CH:11]=[CH:10][CH:9]=1)[NH2:6].[NH:15]([C:21]([O:23][CH2:24][C:25]1[CH:30]=[CH:29][CH:28]=[CH:27][CH:26]=1)=[O:22])[C@H:16]([C:18](O)=[O:19])[CH3:17]>C1COCC1>[NH:15]([C:21]([O:23][CH2:24][C:25]1[CH:26]=[CH:27][CH:28]=[CH:29][CH:30]=1)=[O:22])[C@H:16]([C:18]([NH:6][C@H:5]([C:4]([O:3][CH3:2])=[O:14])[CH2:7][C:8]1[CH:13]=[CH:12][CH:11]=[CH:10][CH:9]=1)=[O:19])[CH3:17] |f:0.1|. Procedure details: Phenylalanine methyl ester hydrochloride (0.5 g, 2.3 mmol) was suspended in 10 mL of dry THF. Et3 n (0.35 mL, 2.5 mol) was added, after which both CBZ-Ala (10, 0.52 g, 100 mol %) and 1 (0.65 g, 104 mol %) were also added. The reaction mixture was stirred for 24 h at room temperature. Following the general procedure gave 21, 0.74 g, 84%, as a crystalline solid. An identical reaction using DMF as the solvent produced 21 in 93% yield: mp 97°-98° C.; [α]25D -8.3° (c 0.3, EtOH); 1H NMR δ 7.42-7.15 (m... The reactants are C(C)OC(C(N1CCC(CC1)C1=CC(=C(C=C1)OC)C=C1CCCC1)=O)=O (2-[4-(3-cyclopentylidenemethyl-4-methoxy-phenyl)-piperidin-1-yl]-oxo-acetic acid ethyl ester), NO (hydroxylamine), [OH-].[K+].CO (potassium hydroxide methanol), Cl (HCl). The solvent is CO (methanol). Reaction conditions: time 3 hour. Yields the product C1(CCCC1)=CC=1C=C(C=CC1OC)C1CCN(CC1)C(C(=O)NO)=O (2-[4-(3-Cyclopentylidenemethyl-4-methoxy-phenyl)-piperidin-1-yl]-N-hydroxy-2-oxo-acetamide). As a reaction SMILES: C([O:3][C:4](=O)[C:5](=[O:26])[N:6]1[CH2:11][CH2:10][CH:9]([C:12]2[CH:17]=[CH:16][C:15]([O:18][CH3:19])=[C:14]([CH:20]=[C:21]3[CH2:25][CH2:24][CH2:23][CH2:22]3)[CH:13]=2)[CH2:8][CH2:7]1)C.[NH2:28][OH:29].Cl.[OH-].[K+].CO>CO>[C:21]1(=[CH:20][C:14]2[CH:13]=[C:12]([CH:9]3[CH2:10][CH2:11][N:6]([C:5](=[O:26])[C:4]([NH:28][OH:29])=[O:3])[CH2:7][CH2:8]3)[CH:17]=[CH:16][C:15]=2[O:18][CH3:19])[CH2:25][CH2:24][CH2:23][CH2:22]1 |f:3.4.5|. Procedure: To a stirred solution of 2-[4-(3-cyclopentylidenemethyl-4-methoxy-phenyl)-piperidin-1-yl]-oxo-acetic acid ethyl ester (0.4 mmol, 0.150 g) in methanol (5 mL) was added hydroxylamine.HCl (1.6 mmol, 0.111 g), followed by potassium hydroxide/methanol solution (5 M solution; 0.4 mL) dropwise at room temperature. A white solid precipitated out of solution as this reaction stirred for 3 hours. The reaction went to completion as seen by TLC. The reaction mixture was diluted with H2O (100 mL), acidified ... Starting materials: ClC1=NC=CC(=C1)OC=1C(=NC(=CC1C)I)C (3-((2-chloropyridin-4-yl)oxy)-6-iodo-2,4-dimethylpyridine), C(C)(=O)N (acetamide), C(=O)([O-])[O-].[Cs+].[Cs+] (Cs2CO3). The reagents and catalysts are C=1C=CC(=CC1)/C=C/C(=O)/C=C/C2=CC=CC=C2.C=1C=CC(=CC1)/C=C/C(=O)/C=C/C2=CC=CC=C2.C=1C=CC(=CC1)/C=C/C(=O)/C=C/C2=CC=CC=C2.[Pd].[Pd] (Pd2(dba)3), CC(C)C1=CC(=C(C(=C1)C(C)C)C2=C(C=CC=C2)P(C3CCCCC3)C4CCCCC4)C(C)C (X-phos). Solvent: O1CCOCC1 (dioxane). Run at temperature 85 celsius. Yields the product ClC1=NC=CC(=C1)OC=1C(=CC(=NC1C)NC(C)=O)C (N-(5-((2-chloropyridin-4-yl)oxy)-4,6-dimethylpyridin-2-yl)acetamide). Isolated yield 51.0%. RXN SMILES: [Cl:1][C:2]1[CH:7]=[C:6]([O:8][C:9]2[C:10]([CH3:17])=[N:11][C:12](I)=[CH:13][C:14]=2[CH3:15])[CH:5]=[CH:4][N:3]=1.[C:18]([NH2:21])(=[O:20])[CH3:19].C([O-])([O-])=O.[Cs+].[Cs+]>O1CCOCC1.C1C=CC(/C=C/C(/C=C/C2C=CC=CC=2)=O)=CC=1.C1C=CC(/C=C/C(/C=C/C2C=CC=CC=2)=O)=CC=1.C1C=CC(/C=C/C(/C=C/C2C=CC=CC=2)=O)=CC=1.[Pd].[Pd].CC(C1C=C(C(C)C)C(C2C=CC=CC=2P(C2CCCCC2)C2CCCCC2)=C(C(C)C)C=1)C>[Cl:1][C:2]1[CH:7]=[C:6]([O:8][C:9]2[C:14]([CH3:15])=[CH:13][C:12]([NH:21][C:18](=[O:20])[CH3:19])=[N:11][C:10]=2[CH3:17])[CH:5]=[CH:4][N:3]=1 |f:2.3.4,6.7.8.9.10|. Procedure details: A mixture of 3-((2-chloropyridin-4-yl)oxy)-6-iodo-2,4-dimethylpyridine (1.45 g, 4.02 mmol), acetamide (950 mg, 16.09 mmol), Cs2CO3 (1.965 g, 6.03 mmol) and X-phos (96 mg, 0.201 mmol) in dioxane (25 mL) was sparged with Ar, treated with Pd2(dba)3 (184 mg, 0.201 mmol), sparged again with Ar and heated at 85° C. overnight. The mixture was cooled to RT, diluted with EtOAc and the solids removed via filtration through diatomaceous earth. The filtrate was washed with water, then brine, dried over Na2S...